Dataset: the Open Reaction Database (ORD), a public repository of structured organic reaction records. Task: describe an organic reaction: reactants, conditions, products, and yield The reactants are CCCCC[C@@H](/C=C/[C@H]1[C@@H](C[C@@H]([C@@H]1C/C=C\CCCC(=O)O)O)O)O (PGF2 α), C(C(C)C)OC(=O)Cl (isobutylchloroformate). Solvent: C(C)N(CC)CC (triethylamine). The product is OC1=CC=C(C=C1)C(C)=O (p-hydroxyacetophenone), crude residue. As a reaction SMILES: CCCCC[C@H:6]([OH:25])/[CH:7]=[CH:8]/[C@@H:9]1[C@@H:13]([CH2:14]/C=C\CCCC(O)=O)[C@@H](O)[CH2:11][C@H:10]1[OH:24].C(OC(Cl)=O)C(C)C>C(N(CC)CC)C>[OH:25][C:6]1[CH:7]=[CH:8][C:9]([C:10](=[O:24])[CH3:11])=[CH:13][CH:14]=1. Procedure: Following the procedure of Example 1 but using 0.738 g. of PGF2 α , 0.306 ml. of triethylamine, 0.288 ml. of isobutylchloroformate, and 0.299 g. of p-hydroxyacetophenone, there is obtained a crude residue. This residue is subjected to silica gel chromatography, eluting with ethyl acetate-water (99:1) followed by ethyl acetate-acetonitrile (1:1). The residue obtained by concentration of selected fractions, 0.589 g. is crystallized from ethyl acetate diluted with an equal volume of hexane as the t... The reactants are C1(=CC=CC=C1)C(O)(C1CC2CCCCN2CC1)C1=CC=CC=C1 (α,α-diphenylquinolizidine-2-methanol), Cl (hydrochloride), Cl (hydrochloride). Product: Cl.C1(=CC=CC=C1)C(=C1CC2CCCCN2CC1)C1=CC=CC=C1 (2-diphenylmethylenequinolizidine hydrochloride). As a reaction SMILES: [C:1]1([C:7]([C:19]2[CH:24]=[CH:23][CH:22]=[CH:21][CH:20]=2)([CH:9]2[CH2:18][CH2:17][N:16]3[CH:11]([CH2:12][CH2:13][CH2:14][CH2:15]3)[CH2:10]2)O)[CH:6]=[CH:5][CH:4]=[CH:3][CH:2]=1.[ClH:25]>>[ClH:25].[C:1]1([C:7]([C:19]2[CH:24]=[CH:23][CH:22]=[CH:21][CH:20]=2)=[C:9]2[CH2:18][CH2:17][N:16]3[CH:11]([CH2:12][CH2:13][CH2:14][CH2:15]3)[CH2:10]2)[CH:2]=[CH:3][CH:4]=[CH:5][CH:6]=1 |f:2.3|. Procedure details: To 1.39 g. of α,α-diphenylquinolizidine-2-methanol was added 10 ml. of ethanolic hydrochloride. The resulting mixture was refluxed for 4 hrs. with stirring. The residue remained after the removal of the ethanol by distillation was dissolved in water. The solution was rendered alkaline with a potassium carbonate solution and extracted with chloroform. The chloroform layer was washed with water and dried. After the solvent was removed by distillation, light yellow liquid was obtained. The product ...